The task is: describe an organic reaction: reactants, conditions, products, and yield. This data is from the Open Reaction Database (ORD), a public repository of structured organic reaction records. Starting materials: C1(=CC=CC=C1)OC(NC=1C(=NC(=C(C1)C)C)OC)=O (Phenyl-N-(5,6-dimethyl-2-methoxypyridin-3-yl)carbamate), OC1=CC=C(C=C1)N1CCNCC1 (1-(4-hydroxyphenyl)piperazine). Yields the product CC=1C=C(C(=NC1C)OC)NC(=O)N1CCN(CC1)C1=CC=C(C=C1)O (1-[(5,6-dimethyl-2-methoxypyridin-3-yl)aminocarbonyl]-4-(4-hydroxyphenyl) piperazine). Isolated yield 72.0%. Reaction SMILES: C1(O[C:8](=[O:20])[NH:9][C:10]2[C:11]([O:18][CH3:19])=[N:12][C:13]([CH3:17])=[C:14]([CH3:16])[CH:15]=2)C=CC=CC=1.[OH:21][C:22]1[CH:27]=[CH:26][C:25]([N:28]2[CH2:33][CH2:32][NH:31][CH2:30][CH2:29]2)=[CH:24][CH:23]=1>>[CH3:16][C:14]1[CH:15]=[C:10]([NH:9][C:8]([N:31]2[CH2:30][CH2:29][N:28]([C:25]3[CH:24]=[CH:23][C:22]([OH:21])=[CH:27][CH:26]=3)[CH2:33][CH2:32]2)=[O:20])[C:11]([O:18][CH3:19])=[N:12][C:13]=1[CH3:17]. Reported procedure: Phenyl-N-(5,6-dimethyl-2-methoxypyridin-3-yl)carbamate and 1-(4-hydroxyphenyl)piperazine were reacted by the same way with the example 1 to obtain the titled compound. Reactants: ClC(=O)OC1=CC=C(C=C1)[N+](=O)[O-] (4-nitrophenyl chloroformate), ClC1=C(C=C(C=C1C)C[C@H](C(=O)OC)O)C (methyl (R)-3-(4-chloro-3,5-dimethyl-phenyl)-2-hydroxy-propionate), N1CCC(CC1)N1C(NC2=C(CC1)C=CC=C2)=O (3-piperidin-4-yl-1,3,4,5-tetrahydro-1,3-benzodiazepin-2-one). The reagents and catalysts are CN(C1=CC=NC=C1)C (4-dimethylaminopyridine). Run in N1=CC=CC=C1 (pyridine). Run at time 40 minute. Yields the product O=C1NC2=C(CCN1C1CCN(CC1)C(=O)O[C@H](CC1=CC(=C(C(=C1)C)Cl)C)C(=O)OC)C=CC=C2 ((R)-2-(4-chloro-3,5-dimethyl-phenyl)-1-methoxycarbonyl-ethyl 4-(2-oxo-1,2,4,5-tetrahydro-1,3-benzodiazepin-3-yl)-piperidine-1-carboxylate). As a reaction SMILES: Cl[C:2](OC1C=CC([N+]([O-])=O)=CC=1)=[O:3].[Cl:14][C:15]1[C:20]([CH3:21])=[CH:19][C:18]([CH2:22][C@@H:23]([OH:28])[C:24]([O:26][CH3:27])=[O:25])=[CH:17][C:16]=1[CH3:29].[NH:30]1[CH2:35][CH2:34][CH:33]([N:36]2[CH2:42][CH2:41][C:40]3[CH:43]=[CH:44][CH:45]=[CH:46][C:39]=3[NH:38][C:37]2=[O:47])[CH2:32][CH2:31]1>CN(C)C1C=CN=CC=1.N1C=CC=CC=1>[O:47]=[C:37]1[N:36]([CH:33]2[CH2:32][CH2:31][N:30]([C:2]([O:28][C@@H:23]([C:24]([O:26][CH3:27])=[O:25])[CH2:22][C:18]3[CH:17]=[C:16]([CH3:29])[C:15]([Cl:14])=[C:20]([CH3:21])[CH:19]=3)=[O:3])[CH2:35][CH2:34]2)[CH2:42][CH2:41][C:40]2[CH:43]=[CH:44][CH:45]=[CH:46][C:39]=2[NH:38]1. Reported procedure: Under a nitrogen atmosphere 1.0 g (8.2 mmol) 4-dimethylaminopyridine in 30 mL pyridine were combined with 1.7 g (8.2 mmol) 4-nitrophenyl chloroformate, stirred for 40 min at RT, then 2.0 g (8.2 mmol) methyl (R)-3-(4-chloro-3,5-dimethyl-phenyl)-2-hydroxy-propionate were added, the mixture was again stirred for 20 min at RT and then combined with 2.0 g (8.2 mmol) 3-piperidin-4-yl-1,3,4,5-tetrahydro-1,3-benzodiazepin-2-one and the reaction mixture was stirred for 20 h at RT. The mixture was evapora...